Dataset: the Open Reaction Database (ORD), a public repository of structured organic reaction records. Task: describe an organic reaction: reactants, conditions, products, and yield Reactants: Cl, CCCC(=O)Nc1cc(C2CCN(CCCN)CC2)ccc1F, O=C(Cl)C(c1ccccc1)c1ccccc1. Product: CCCC(=O)Nc1cc(C2CCN(CCCNC(=O)C(c3ccccc3)c3ccccc3)CC2)ccc1F. RXN SMILES: [ClH:40].[NH2:17][CH2:18][CH2:19][CH2:20][N:21]1[CH2:22][CH2:23][CH:24]([c:27]2[cH:28][cH:29][c:30]([F:39])[c:31]([NH:33][C:34]([CH2:35][CH2:36][CH3:37])=[O:38])[cH:32]2)[CH2:25][CH2:26]1.[c:1]1([CH:7]([C:8](=[O:9])[Cl:10])[c:11]2[cH:12][cH:13][cH:14][cH:15][cH:16]2)[cH:2][cH:3][cH:4][cH:5][cH:6]1>>[c:1]1([CH:7]([C:8](=[O:9])[NH:17][CH2:18][CH2:19][CH2:20][N:21]2[CH2:22][CH2:23][CH:24]([c:27]3[cH:28][cH:29][c:30]([F:39])[c:31]([NH:33][C:34]([CH2:35][CH2:36][CH3:37])=[O:38])[cH:32]3)[CH2:25][CH2:26]2)[c:11]2[cH:12][cH:13][cH:14][cH:15][cH:16]2)[cH:2][cH:3][cH:4][cH:5][cH:6]1.